From a dataset of the Open Reaction Database (ORD), a public repository of structured organic reaction records. describe an organic reaction: reactants, conditions, products, and yield Starting materials: C(C1=CC=CC=C1)(=O)Cl (Benzoyl choride), Cl.ClC=1C=C(CN2CC(OCC2)CNC(=O)NC2CCNCC2)C=CC1Cl (N-{[4-(3,4-Dichlorobenzyl)morpholin-2-yl]methyl}-N′-piperidin-4-ylurea Hydrochloride), C(C)(C)N(C(C)C)CC (N,N-diisopropylethylamine). Run in ClCCl (dichloromethane). Run at temperature 23 celsius, time 5 hour. Product: C(C1=CC=CC=C1)(=O)N1CCC(CC1)NC(=O)NCC1CN(CCO1)CC1=CC(=C(C=C1)Cl)Cl (N-(1-benzoylpiperidin-4-yl)-N′-{[4-(3,4-dichlorobenzyl)morpholin-2-yl]methyl}urea). As a reaction SMILES: [C:1](Cl)(=[O:8])[C:2]1[CH:7]=[CH:6][CH:5]=[CH:4][CH:3]=1.Cl.[Cl:11][C:12]1[CH:13]=[C:14]([CH:33]=[CH:34][C:35]=1[Cl:36])[CH2:15][N:16]1[CH2:21][CH2:20][O:19][CH:18]([CH2:22][NH:23][C:24]([NH:26][CH:27]2[CH2:32][CH2:31][NH:30][CH2:29][CH2:28]2)=[O:25])[CH2:17]1.C(N(CC)C(C)C)(C)C>ClCCl>[C:1]([N:30]1[CH2:31][CH2:32][CH:27]([NH:26][C:24]([NH:23][CH2:22][CH:18]2[O:19][CH2:20][CH2:21][N:16]([CH2:15][C:14]3[CH:33]=[CH:34][C:35]([Cl:36])=[C:12]([Cl:11])[CH:13]=3)[CH2:17]2)=[O:25])[CH2:28][CH2:29]1)(=[O:8])[C:2]1[CH:7]=[CH:6][CH:5]=[CH:4][CH:3]=1 |f:1.2|. Procedure details: Benzoyl choride (0.014 ml) was added to a solution of Intermediate 16 (0.04 g) and N,N-diisopropylethylamine (0.048 ml) in dichloromethane (3 ml). The solution was stirred for 5 h at 23° C. The solvent was removed in vacuo and the residue purified by solid phase extraction (Isolute SCX sulphonic acid column) eluting with methanol followed by 10% 0.880 ammonia solution in methanol. The basic fraction was concentrated in vacuo and the residue was further purified using a silica gel solid phase ext... Reactants: [BH4-], CCO, CCCCCCC(=O)c1ccc(Oc2ccc(C(F)(F)F)cc2)nc1, [Na+]. The product is CCCCCCC(O)c1ccc(Oc2ccc(C(F)(F)F)cc2)nc1. RXN SMILES: [BH4-:26].[CH3:28][CH2:29][OH:30].[F:1][C:2]([c:3]1[cH:4][cH:5][c:6]([O:7][c:8]2[cH:9][cH:10][c:11]([C:14]([CH2:15][CH2:16][CH2:17][CH2:18][CH2:19][CH3:20])=[O:21])[cH:12][n:13]2)[cH:22][cH:23]1)([F:24])[F:25].[Na+:27]>>[F:1][C:2]([c:3]1[cH:4][cH:5][c:6]([O:7][c:8]2[cH:9][cH:10][c:11]([CH:14]([CH2:15][CH2:16][CH2:17][CH2:18][CH2:19][CH3:20])[OH:21])[cH:12][n:13]2)[cH:22][cH:23]1)([F:24])[F:25]. Reactants: CCI, COCCOC, ON=C(Cc1cccnc1)c1ccc(Cl)cc1Cl, [H-], [Na+]. Product: CCON=C(Cc1cccnc1)c1ccc(Cl)cc1Cl. RXN SMILES: [CH2:21]([CH3:22])[I:23].[CH2:24]([CH2:25][O:26][CH3:27])[O:28][CH3:29].[Cl:1][c:2]1[c:3]([C:9]([CH2:10][c:11]2[cH:12][n:13][cH:14][cH:15][cH:16]2)=[N:17][OH:18])[cH:4][cH:5][c:6]([Cl:8])[cH:7]1.[H-:19].[Na+:20]>>[Cl:1][c:2]1[c:3]([C:9]([CH2:10][c:11]2[cH:12][n:13][cH:14][cH:15][cH:16]2)=[N:17][O:18][CH2:21][CH3:22])[cH:4][cH:5][c:6]([Cl:8])[cH:7]1. The reactants are FC=1C(NC(N([C@H]2C[C@H](O)[C@@H](CO)O2)C1)=O)=O (2'-deoxy-5-fluorouridine), CC1=C(CBr)C=CC=C1 (2-methylbenzyl bromide), [OH-].[K+] (potassium hydroxide). Solvent: O (water), C(C)#N (acetonitrile). Product: FC=1C(NC(N([C@H]2C[C@](O)([C@@H](CO)O2)CC2=C(C=CC=C2)C)C1)=O)=O (2'-deoxy-5-fluoro-3'-(2-methylbenzyl) uridine). The yield is 20.4%. Reaction SMILES: [OH-].[K+].[F:3][C:4]1[C:5](=[O:19])[NH:6][C:7](=[O:18])[N:8]([CH:17]=1)[C@@H:9]1[O:16][C@H:13]([CH2:14][OH:15])[C@@H:11]([OH:12])[CH2:10]1.[CH3:20][C:21]1[CH:28]=[CH:27][CH:26]=[CH:25][C:22]=1[CH2:23]Br>O.C(#N)C>[F:3][C:4]1[C:5](=[O:19])[NH:6][C:7](=[O:18])[N:8]([CH:17]=1)[C@@H:9]1[O:16][C@H:13]([CH2:14][OH:15])[C@@:11]([CH2:20][C:21]2[CH:28]=[CH:27][CH:26]=[CH:25][C:22]=2[CH3:23])([OH:12])[CH2:10]1 |f:0.1|. Procedure: A 1.14 g quantity of potassium hydroxide was dissolved in a mixture of 33 ml of water and 16 ml of acetonitrile. To the solution were added 1.00 g of 2'-deoxy-5-fluorouridine and 1.50 g of 2-methylbenzyl bromide at room temperature with stirring. Then the same subsequent procedures as in Examples 4 and 5 were conducted, giving 0.29 g of the title compound in a yield of 20%.